Dataset: the Open Reaction Database (ORD), a public repository of structured organic reaction records. Task: describe an organic reaction: reactants, conditions, products, and yield The reactants are O=C([O-])[O-], CN(C)C=O, OCCOCCCl, [I-], [K+], [K+], [Na+], O, c1ccc(C(OC2CCNCC2)c2ccccc2)cc1. The product is OCCOCCN1CCC(OC(c2ccccc2)c2ccccc2)CC1. RXN SMILES: [C:30](=[O:31])([O-:32])[O-:33].[CH3:36][N:37]([CH3:38])[CH:39]=[O:40].[Cl:21][CH2:22][CH2:23][O:24][CH2:25][CH2:26][OH:27].[I-:29].[K+:34].[K+:35].[Na+:28].[OH2:41].[c:1]1([CH:7]([O:8][CH:9]2[CH2:10][CH2:11][NH:12][CH2:13][CH2:14]2)[c:15]2[cH:16][cH:17][cH:18][cH:19][cH:20]2)[cH:2][cH:3][cH:4][cH:5][cH:6]1>>[c:1]1([CH:7]([O:8][CH:9]2[CH2:10][CH2:11][N:12]([CH2:22][CH2:23][O:24][CH2:25][CH2:26][OH:27])[CH2:13][CH2:14]2)[c:15]2[cH:16][cH:17][cH:18][cH:19][cH:20]2)[cH:2][cH:3][cH:4][cH:5][cH:6]1. The reactants are OC=1C=C(C=CC1)CC#N (3-hydroxyphenylacetonitrile), Cl.ClCC=1N=C(SC1)C1=CC=CC=C1 (4-chloromethyl-2-phenylthiazole hydrochloride), C([O-])([O-])=O.[Cs+].[Cs+] (cesium carbonate), [I-].[K+] (potassium iodide). Run in CC(=O)C (acetone). Yields the product C1(=CC=CC=C1)C=1SC=C(N1)COC=1C=C(C=CC1)CC#N (3-(2-Phenyl-4-thiazolylmethoxy)benzenacetonitrile). Yield: 43.5%. RXN SMILES: [OH:1][C:2]1[CH:3]=[C:4]([CH2:8][C:9]#[N:10])[CH:5]=[CH:6][CH:7]=1.Cl.Cl[CH2:13][C:14]1[N:15]=[C:16]([C:19]2[CH:24]=[CH:23][CH:22]=[CH:21][CH:20]=2)[S:17][CH:18]=1.C(=O)([O-])[O-].[Cs+].[Cs+].[I-].[K+]>CC(C)=O>[C:19]1([C:16]2[S:17][CH:18]=[C:14]([CH2:13][O:1][C:2]3[CH:3]=[C:4]([CH2:8][C:9]#[N:10])[CH:5]=[CH:6][CH:7]=3)[N:15]=2)[CH:20]=[CH:21][CH:22]=[CH:23][CH:24]=1 |f:1.2,3.4.5,6.7|. Procedure details: To a solution of 14.0 g (0.105 mol) of 3-hydroxyphenylacetonitrile in 500 ml of acetone were added 25.9 g (0.105 mol) of 4-chloromethyl-2-phenylthiazole hydrochloride and 34.2 g (0.105 mol) of cesium carbonate and 1 g of potassium iodide and the slurry is heated to reflux for 20 hours. The mixture is filtered and the solution is concentrated in vacuo to obtain crystals. Recrystallization from ethyl acetate gives 14.0 g (43%) crystals, m.p. 108°-110° C. The product is used without further purific... Yields the product ClC=1C=C(OCC2=C(C#N)C(=CC=C2)[N+](=O)[O-])C=CC1 (2-(3-chlorophenoxymethyl)-6-nitrobenzonitrile). Run in N1=CC=CC=C1 (pyridine), O (water), CN(C=O)C (dimethylformamide). Reported procedure: 3-Chlorophenol (0.27 g, 2.07 mmol) and potassium carbonate were added to a cooled (0° C.) and stirred solution of 2-bromomethyl-6-nitrobenzonitrile [W. T. Ashton and J. B. Hynes, J. Med. Chem, 16, 1233 (1973)] (0.5 g, 2.07 mmol) in dimethylformamide under nitrogen atmosphere. The reaction mixture was stirred at 0° C. for 1.5 hours, then diluted with pyridine (1.5 mL), water, stirred for 1 hour, filtered and dried. Purification by silica gel chromatography (1:1 dichloromethane in hexanes) yielded... RXN SMILES: [Cl:1][C:2]1[CH:3]=[C:4]([OH:8])[CH:5]=[CH:6][CH:7]=1.C(=O)([O-])[O-].[K+].[K+].Br[CH2:16][C:17]1[CH:24]=[CH:23][CH:22]=[C:21]([N+:25]([O-:27])=[O:26])[C:18]=1[C:19]#[N:20]>CN(C)C=O.N1C=CC=CC=1.O>[Cl:1][C:2]1[CH:3]=[C:4]([CH:5]=[CH:6][CH:7]=1)[O:8][CH2:16][C:17]1[CH:24]=[CH:23][CH:22]=[C:21]([N+:25]([O-:27])=[O:26])[C:18]=1[C:19]#[N:20] |f:1.2.3|. The yield is 31.0%. Conditions: temperature 0 celsius, time 1.5 hour. Starting materials: ClC=1C=C(C=CC1)O (3-Chlorophenol), C([O-])([O-])=O.[K+].[K+] (potassium carbonate), BrCC1=C(C#N)C(=CC=C1)[N+](=O)[O-] (2-bromomethyl-6-nitrobenzonitrile). The reactants are C1(=CC=CC=C1)C1=CC=C(C=N1)C(CC)O (1-(6-phenylpyridin-3-yl)propan-1-ol), C1=CN(C=N1)C(=O)N2C=CN=C2 (CDI). Solvent: C(C)#N (acetonitrile). Product: N1(C=NC=C1)C(=O)OC(CC)C=1C=NC(=CC1)C1=CC=CC=C1 (1-(6-phenylpyridin-3-yl)propyl 1H-imidazole-1-carboxylate). Reaction SMILES: [C:1]1([C:7]2[N:12]=[CH:11][C:10]([CH:13]([OH:16])[CH2:14][CH3:15])=[CH:9][CH:8]=2)[CH:6]=[CH:5][CH:4]=[CH:3][CH:2]=1.[CH:17]1[N:21]=[CH:20][N:19]([C:22](N2C=NC=C2)=[O:23])[CH:18]=1>C(#N)C>[N:19]1([C:22]([O:16][CH:13]([C:10]2[CH:11]=[N:12][C:7]([C:1]3[CH:6]=[CH:5][CH:4]=[CH:3][CH:2]=3)=[CH:8][CH:9]=2)[CH2:14][CH3:15])=[O:23])[CH:18]=[CH:17][N:21]=[CH:20]1. Reported procedure: Synthesized using compound 44a (150 mg, 0.70 mmol), CDI (570 mg, 3.52 mmol) and acetonitrile (9 mL) according to Method E. Crude product was purified by flash chromatography on silica-gel using a mixture of hexane/ethyl acetate (3:1) as eluent. White solid. Yield: 116 mg, 54%. 1H NMR (CDCl3, 500 MHz): δH (ppm)=1.04 (t, J=7.4 Hz, 3H), 2.01-2.15 (m, 1H), 2.22 (dt, J=14.3, 7.2 Hz, 1H), 5.92 (t, J=7.1 Hz, 1H), 7.09 (dd, J=1.6, 0.6 Hz, 1H), 7.41-7.51 (m, 4H), 7.75-7.80 (m, 2H), 7.98-8.03 (m, 2H), 8.1...